The task is: describe an organic reaction: reactants, conditions, products, and yield. This data is from the Open Reaction Database (ORD), a public repository of structured organic reaction records. Reactants: O (water), BrCC(=O)C1=CC(=CC=C1)Br (2-bromo-1-(3-bromophenyl)ethanone), N1CCCC1 (pyrrolidine). Solvent: CCOCC (ether), CCOCC (ether). Run at time 2 hour. The product is BrC=1C=C(C=CC1)C(CN1CCCC1)=O (1-(3-bromophenyl)-2-(1-pyrrolidinyl)ethanone). Isolated yield 93.3%. Reaction SMILES: Br[CH2:2][C:3]([C:5]1[CH:10]=[CH:9][CH:8]=[C:7]([Br:11])[CH:6]=1)=[O:4].[NH:12]1[CH2:16][CH2:15][CH2:14][CH2:13]1.O>CCOCC>[Br:11][C:7]1[CH:6]=[C:5]([C:3](=[O:4])[CH2:2][N:12]2[CH2:16][CH2:15][CH2:14][CH2:13]2)[CH:10]=[CH:9][CH:8]=1. Procedure details: 2-bromo-1-(3-bromophenyl)ethanone (4.0 g, 14.39 mmol) in anhydrous ether (50 mL) was added dropwise to a solution of pyrrolidine (2.05 g, 28.78 mmol) in anhydrous ether (20 mL) at 0° C. The reaction mixture was then warmed to room temperature. After stirring for 2 h, water (80 mL) was added and the aqueous layer was extracted with ethyl acetate (2×80 mL). The combined organic layers were dried over MgSO4 and concentrated to yield 1-(3-bromophenyl)-2-(1-pyrrolidinyl)ethanone as a light yellow oil...